Dataset: the Open Reaction Database (ORD), a public repository of structured organic reaction records. Task: describe an organic reaction: reactants, conditions, products, and yield Reactants: BrC1=CC=C(CN2C(=NC(=C2)C2=C(C=C(C=C2)Cl)Cl)C2=CC=C(C=C2)N2CC(NS2(=O)=O)=O)C=C1 (5-{-4-[1-(4-Bromo-benzyl)-4-(2,4-dichloro-phenyl)-1H-imidazol-2-yl]-phenyl}-1,2,5-thiadiazolidine-3-one-1,1-dioxide), C1(CCCCC1)C1=CC=C(C=C1)B(O)O (4-cyclohexylphenylboronic acid). The product is C1(CCCCC1)C1=CC=C(C=C1)C1=CC=C(C=C1)CN1C(=NC(=C1)C1=C(C=C(C=C1)Cl)Cl)C1=CC=C(C=C1)N1CC(NS1(=O)=O)=O (5-{4-[1-(4′-cyclohexyl-biphenyl-4-ylmethyl)-4-(2,4-dichloro-phenyl)-1H-imidazol-2-yl]-phenyl}-1,2,5-thiadiazolidine-3-one-1,1-dioxide). RXN SMILES: Br[C:2]1[CH:35]=[CH:34][C:5]([CH2:6][N:7]2[CH:11]=[C:10]([C:12]3[CH:17]=[CH:16][C:15]([Cl:18])=[CH:14][C:13]=3[Cl:19])[N:9]=[C:8]2[C:20]2[CH:25]=[CH:24][C:23]([N:26]3[S:30](=[O:32])(=[O:31])[NH:29][C:28](=[O:33])[CH2:27]3)=[CH:22][CH:21]=2)=[CH:4][CH:3]=1.[CH:36]1([C:42]2[CH:47]=[CH:46][C:45](B(O)O)=[CH:44][CH:43]=2)[CH2:41][CH2:40][CH2:39][CH2:38][CH2:37]1>>[CH:42]1([C:36]2[CH:37]=[CH:38][C:39]([C:2]3[CH:3]=[CH:4][C:5]([CH2:6][N:7]4[CH:11]=[C:10]([C:12]5[CH:17]=[CH:16][C:15]([Cl:18])=[CH:14][C:13]=5[Cl:19])[N:9]=[C:8]4[C:20]4[CH:25]=[CH:24][C:23]([N:26]5[S:30](=[O:32])(=[O:31])[NH:29][C:28](=[O:33])[CH2:27]5)=[CH:22][CH:21]=4)=[CH:34][CH:35]=3)=[CH:40][CH:41]=2)[CH2:43][CH2:44][CH2:45][CH2:46][CH2:47]1. Procedure: 5-{-4-[1-(4-Bromo-benzyl)-4-(2,4-dichloro-phenyl)-1H-imidazol-2-yl]-phenyl}-1,2,5-thiadiazolidine-3-one-1,1-dioxide (59 mg, 0.1 mmol) was treated as described in general procedure G using 4-cyclohexylphenylboronic acid (41 mg, 0.2 mmol) to give 5-{4-[1-(4′-cyclohexyl-biphenyl-4-ylmethyl)-4-(2,4-dichloro-phenyl)-1H-imidazol-2-yl]-phenyl}-1,2,5-thiadiazolidine-3-one-1,1-dioxide.